From a dataset of the Open Reaction Database (ORD), a public repository of structured organic reaction records. describe an organic reaction: reactants, conditions, products, and yield The reactants are C(\C=C\C(=O)O)(=O)O.ClC=1C=C(C=NC1)N1CCNCCC1 (1-(5-Chloro-3-pyridyl)-homopiperazine fumaric acid salt), ClC=1C=NC=C(C1)Cl (3,5-dichloropyridine), N1CCNCCC1 (homopiperazine), Cl (hydrochloric acid), 1-[3-(4-Chloro-1,2,5-thiadiazolyl)]-homopiperazine, IC=1N=NC(=CC1)I (3,6-diiodopyridazine). Solvent: O1CCOCC1 (dioxane). Reaction conditions: temperature 150 celsius, time 40 hour. The product is C(\C=C\C(=O)O)(=O)O.IC1=CC=C(N=N1)N1CCNCCC1 (1-[6-Iodo-3-pyridazinyl]-homopiperazine fumaric acid salt), C(\C=C\C(=O)O)(=O)O (fumaric acid). As a reaction SMILES: [I:1][C:2]1[N:3]=[N:4][C:5](I)=[CH:6][CH:7]=1.[C:9]([OH:16])(=[O:15])/[CH:10]=[CH:11]/[C:12]([OH:14])=[O:13].ClC1C=C([N:24]2[CH2:30][CH2:29][CH2:28][NH:27][CH2:26][CH2:25]2)C=NC=1.ClC1C=NC=C(Cl)C=1.N1CCCNCC1.Cl>O1CCOCC1>[C:9]([OH:16])(=[O:15])/[CH:10]=[CH:11]/[C:12]([OH:14])=[O:13].[I:1][C:2]1[N:3]=[N:4][C:5]([N:24]2[CH2:30][CH2:29][CH2:28][NH:27][CH2:26][CH2:25]2)=[CH:6][CH:7]=1.[C:9]([OH:16])(=[O:15])/[CH:10]=[CH:11]/[C:12]([OH:14])=[O:13] |f:1.2,7.8|. Reported procedure: A solution of 1-(3-pyridyl)-homopiperazine (0.42 g, 2.4 mmol), formic acid (3.3 g, 71.7 mmol), formaldehyde (2.1 g, 37%) and water (10 ml) was stirred at reflux for 15 hours. The mixture was evaporated and sodium hydroxide (15 ml, 4 M) was added and the product was extracted two times with ethyl acetate (15 ml). The product was obtained as an oil. Yield 0.46 g, 100%. 3,5-Bis-(N,N′-Homopiperazinyl)-Pyridine Fumaric Acid Salt (Compound 2A2) Was prepared according to method A from 1-[5-(1-(4-tert- ... Starting materials: Cc1ccc(B(O)O)cc1 (effective_coupling_partner), COc1ccc(OC(=O)C(C)(C)C)cc1 (substrate). The reagents and catalysts are PCy3. Run at temperature 120 celsius, time 12 hour. Yields the product COc2ccc(c1ccc(C)cc1)cc2. Starting materials: CC(CC=O)(C)C (3,3-Dimethylbutyraldehyde), COC(=O)[C@H](CC=1C=CC=CC1)NC(=O)[C@H](CC(=O)O)N (aspartame), COC(=O)[C@H](CC=1C=CC=CC1)NC(=O)[C@H](CC(=O)O)N (aspartame). The product is CC(C)(C)CCN[C@@H](CC(=O)O)C(=O)N[C@@H](CC1=CC=CC=C1)C(=O)OC (neotame). RXN SMILES: [CH3:1][C:2]([CH3:7])([CH3:6])[CH2:3][CH:4]=O.[CH3:8][O:9][C:10]([C@@H:12]([NH:20][C:21]([C@@H:23]([NH2:28])[CH2:24][C:25]([OH:27])=[O:26])=[O:22])[CH2:13][C:14]1[CH:15]=[CH:16][CH:17]=[CH:18][CH:19]=1)=[O:11]>>[CH3:1][C:2]([CH2:3][CH2:4][NH:28][C@H:23]([C:21]([NH:20][C@H:12]([C:10]([O:9][CH3:8])=[O:11])[CH2:13][C:14]1[CH:15]=[CH:16][CH:17]=[CH:18][CH:19]=1)=[O:22])[CH2:24][C:25]([OH:27])=[O:26])([CH3:7])[CH3:6]. Procedure: 3,3-Dimethylbutyraldehyde and the acid salt of aspartame or the N-protected aspartame are reacted for a time and at a temperature sufficient to produce neotame. Generally, the time ranges from about 1 to about 24 hours, preferably from about 2 to about 4 hours after addition of the 3,3-dimethylbutyraldehyde is complete. If the 3,3-dimethylbutyraldehyde is added to the reaction mixture all at once, then the time sufficient to produce neotame preferably ranges from about 6 to about 24 hours. Gener...